Task: describe an organic reaction: reactants, conditions, products, and yield. Dataset: the Open Reaction Database (ORD), a public repository of structured organic reaction records Reactants: N#Cc1ncc(Cl)nc1C#N, CC(C)=O, [Na+], [OH-], O, Sc1ccccc1. The product is N#Cc1ncc(Sc2ccccc2)nc1C#N. As a reaction SMILES: [C:1](#[N:2])[c:3]1[n:4][cH:5][c:6]([Cl:11])[n:7][c:8]1[C:9]#[N:10].[CH3:22][C:23](=[O:24])[CH3:25].[Na+:20].[OH-:19].[OH2:21].[SH:12][c:13]1[cH:14][cH:15][cH:16][cH:17][cH:18]1>>[C:1](#[N:2])[c:3]1[n:4][cH:5][c:6]([S:12][c:13]2[cH:14][cH:15][cH:16][cH:17][cH:18]2)[n:7][c:8]1[C:9]#[N:10]. Procedure details: Following general procedure B followed by either C or D, starting from 1-[4-(2-methyl-[1,3]dioxolan-2-yl)-butyl]-1H-pyrazol-3-ylamine and (E)-3-(2-chloro-phenyl)-acrylic acid. Reaction SMILES: [CH3:1][C:2]1([CH2:7][CH2:8][CH2:9][CH2:10][N:11]2[CH:15]=[CH:14][C:13]([NH2:16])=[N:12]2)[O:6]CCO1.[Cl:17][C:18]1[CH:23]=[CH:22][CH:21]=[CH:20][C:19]=1/[CH:24]=[CH:25]/[C:26](O)=[O:27]>>[Cl:17][C:18]1[CH:23]=[CH:22][CH:21]=[CH:20][C:19]=1/[CH:24]=[CH:25]/[C:26]([NH:16][C:13]1[CH:14]=[CH:15][N:11]([CH2:10][CH2:9][CH2:8][CH2:7][C:2](=[O:6])[CH3:1])[N:12]=1)=[O:27]. The reactants are CC1(OCCO1)CCCCN1N=C(C=C1)N (1-[4-(2-methyl-[1,3]dioxolan-2-yl)-butyl]-1H-pyrazol-3-ylamine), ClC1=C(C=CC=C1)/C=C/C(=O)O ((E)-3-(2-chloro-phenyl)-acrylic acid). Yields the product ClC1=C(C=CC=C1)/C=C/C(=O)NC1=NN(C=C1)CCCCC(C)=O ((E)-3-(2-Chloro-phenyl)-N-[1-(5-oxo-hexyl)-1H-pyrazol-3-yl]-acrylamide). Reaction SMILES: [C:1]([C:3]1[CH:4]=[C:5]([C:9]([C:11]2[CH:16]=[CH:15][C:14]([OH:17])=[CH:13][CH:12]=2)=[O:10])[CH:6]=[CH:7][CH:8]=1)#[N:2].[CH3:18][N:19]([CH3:23])[C:20](Cl)=[S:21]>>[CH3:18][N:19]([CH3:23])[C:20](=[S:21])[O:17][C:14]1[CH:13]=[CH:12][C:11]([C:9](=[O:10])[C:5]2[CH:6]=[CH:7][CH:8]=[C:3]([C:1]#[N:2])[CH:4]=2)=[CH:16][CH:15]=1. The product is CN(C(OC1=CC=C(C=C1)C(C1=CC(=CC=C1)C#N)=O)=S)C (O-4-(3-cyanobenzoyl)phenyl dimethylthiocarbamate). Yield: 93.2%. Reported procedure: Following the procedure described in Preparation I and starting from 27 g (0.121 mol) of 3-cyanophenyl 4-hydroxyphenyl methanone and 17.2 g (0.138 mol) of dimethylthiocarbamoyl chloride, 35 g (yield: 88%) of O-4-(3-cyanobenzoyl)phenyl dimethylthiocarbamate melting at 160° C. are obtained. Starting materials: C(#N)C=1C=C(C=CC1)C(=O)C1=CC=C(C=C1)O (3-cyanophenyl 4-hydroxyphenyl methanone), CN(C(=S)Cl)C (dimethylthiocarbamoyl chloride).